This data is from the Open Reaction Database (ORD), a public repository of structured organic reaction records. The task is: describe an organic reaction: reactants, conditions, products, and yield The reactants are C(CO)O (ethylene glycol), O=C1CCC(CC1)C(=O)OCC (Ethyl 4-oxocyclohexane carboxylate), O.C1(=CC=C(C=C1)S(=O)(=O)O)C (para-toluenesulfonic acid monohydrate), C1=CC=CC=C1 (benzene). Run in C(Cl)Cl (DCM). Yields the product O1CCOC12CCC(CC2)C(=O)OCC (ethyl 1,4-dioxaspiro[4.5]decane-8-carboxylate). Yield: 64.9%. RXN SMILES: [O:1]=[C:2]1[CH2:7][CH2:6][CH:5]([C:8]([O:10][CH2:11][CH3:12])=[O:9])[CH2:4][CH2:3]1.O.C1(C)C=CC(S(O)(=O)=O)=CC=1.C1C=CC=CC=1.[CH2:31](O)[CH2:32][OH:33]>C(Cl)Cl>[O:33]1[C:2]2([CH2:7][CH2:6][CH:5]([C:8]([O:10][CH2:11][CH3:12])=[O:9])[CH2:4][CH2:3]2)[O:1][CH2:31][CH2:32]1 |f:1.2|. Procedure: Ethyl 4-oxocyclohexane carboxylate (122.56 mmol, 20.86 g) and para-toluenesulfonic acid monohydrate (12.56 mmol, 2.33 g) were charged to a 1000 mL round-bottom flask. To this flask was added benzene (300 mL) followed by ethylene glycol (0.37 mol, 20.5 mL). The resulting bi-layer solution was refluxed overnight using a Dean-Stark trap. Upon cooling, the reaction mixture was diluted in 300 mL DCM and washed with 300 mL saturated NaHCO3(aq). DCM was used to extract from the aqueous layer (x3) and t... The reactants are OC1(c2ccc3c(c2)CN(Cc2ccccc2)C3)CCOCC1, CO, [H][H]. The product is OC1(c2ccc3c(c2)CNC3)CCOCC1. Reaction SMILES: [CH2:1]([c:2]1[cH:3][cH:4][cH:5][cH:6][cH:7]1)[N:8]1[CH2:9][c:10]2[cH:11][cH:12][c:13]([C:17]3([OH:23])[CH2:18][CH2:19][O:20][CH2:21][CH2:22]3)[cH:14][c:15]2[CH2:16]1.[CH3:26][OH:27].[H:24][H:25]>>[NH:8]1[CH2:9][c:10]2[cH:11][cH:12][c:13]([C:17]3([OH:23])[CH2:18][CH2:19][O:20][CH2:21][CH2:22]3)[cH:14][c:15]2[CH2:16]1.